Dataset: the Open Reaction Database (ORD), a public repository of structured organic reaction records. Task: describe an organic reaction: reactants, conditions, products, and yield Reactants: solid, intermediate E, BrC=1C=CC=2N(C1)C(=CN2)I (6-bromo-3-iodoimidazo[1,2-a]pyridine), FC1=C(C=CC(=C1)F)B(O)O (2,4-difluoro-phenylboronic acid). Product: BrC=1C=CC=2N(C1)C(=CN2)C2=C(C=C(C=C2)F)F (6-Bromo-3-(2,4-difluoro-phenyl)-imidazo[1,2-a]pyridine). Reaction SMILES: [Br:1][C:2]1[CH:3]=[CH:4][C:5]2[N:6]([C:8](I)=[CH:9][N:10]=2)[CH:7]=1.[F:12][C:13]1[CH:18]=[C:17]([F:19])[CH:16]=[CH:15][C:14]=1B(O)O>>[Br:1][C:2]1[CH:3]=[CH:4][C:5]2[N:6]([C:8]([C:16]3[CH:15]=[CH:14][C:13]([F:12])=[CH:18][C:17]=3[F:19])=[CH:9][N:10]=2)[CH:7]=1. Procedure: The title compound, off-white solid (0.33 g, 49%), MS (ISP) m/z=309.4 [(M+H)+], mp 137.5° C., was prepared in accordance with the general method of intermediate E from commercially available 6-bromo-3-iodoimidazo[1,2-a]pyridine (0.7 g, 2.17 mmol) and commercially available 2,4-difluoro-phenylboronic acid (0.38 g, 2.38 mmol).